This data is from the Open Reaction Database (ORD), a public repository of structured organic reaction records. The task is: describe an organic reaction: reactants, conditions, products, and yield Starting materials: BrC1=CC2=CC=CC=C2C=C1 (2-bromonaphthalene), C(#N)CC(=O)OCC (ethyl cyanoacetate). The reagents and catalysts are C=1C=CC(=CC1)/C=C/C(=O)/C=C/C2=CC=CC=C2.C=1C=CC(=CC1)/C=C/C(=O)/C=C/C2=CC=CC=C2.[Pd] (Pd(dba)2). Yields the product C1=C(C=CC2=CC=CC=C12)C(C(=O)OCC)C#N (Ethyl 2-(2-Naphthyl)cyanoacetate). The yield is 917.0%. Reaction SMILES: Br[C:2]1[CH:11]=[CH:10][C:9]2[C:4](=[CH:5][CH:6]=[CH:7][CH:8]=2)[CH:3]=1.[C:12]([CH2:14][C:15]([O:17][CH2:18][CH3:19])=[O:16])#[N:13]>C1C=CC(/C=C/C(/C=C/C2C=CC=CC=2)=O)=CC=1.C1C=CC(/C=C/C(/C=C/C2C=CC=CC=2)=O)=CC=1.[Pd]>[CH:3]1[C:4]2[C:9](=[CH:8][CH:7]=[CH:6][CH:5]=2)[CH:10]=[CH:11][C:2]=1[CH:14]([C:12]#[N:13])[C:15]([O:17][CH2:18][CH3:19])=[O:16] |f:2.3.4|. Reported procedure: Method A of the above general procedure was followed using 2-bromonaphthalene (208 mg, 1.00 mmol), ethyl cyanoacetate (123 mg, 1.09 mmol), pentaphenylferrocenyl ligand (14.0 mg, 0.020 mmol) and Pd(dba)2 (6.0 mg, 0.010 mmol). The reaction mixture was purified by column chromatography on silica gel (1:3 dichloromethane/hexanes) to give the desired product (2194 mg, 91%) as a colorless oil: 1H NMR (CDCl3) δ 7.94 (s, 1H), 7.89-7.82 (m, 3H), 7.55-7.50 (m, 3H), 4.88 (s, 1H), 4.29-4.20 (m, 2H), 1.26 (t... As a reaction SMILES: [CH2:47]1[O:48][CH2:49][CH2:50][CH2:51]1.[Cl:23][CH2:24][c:25]1[cH:26][cH:27][c:28]([S:31](=[O:32])[CH3:33])[cH:29][cH:30]1.[Cl:3][c:4]1[n:5][cH:6][cH:7][c:8](-[c:10]2[nH:11][c:12](=[S:22])[nH:13][c:14]2-[c:15]2[cH:16][cH:17][c:18]([F:21])[cH:19][cH:20]2)[cH:9]1.[H-:2].[Na+:1].[OH2:52].[OH:34][C:35]([CH2:36][C:37]([C:38](=[O:39])[OH:40])([CH2:41][C:42](=[O:43])[OH:44])[OH:45])=[O:46]>>[Cl:3][c:4]1[n:5][cH:6][cH:7][c:8](-[c:10]2[nH:11][c:12]([S:22][CH2:24][c:25]3[cH:26][cH:27][c:28]([S:31](=[O:32])[CH3:33])[cH:29][cH:30]3)[n:13][c:14]2-[c:15]2[cH:16][cH:17][c:18]([F:21])[cH:19][cH:20]2)[cH:9]1. Starting materials: C1CCOC1, CS(=O)c1ccc(CCl)cc1, Fc1ccc(-c2[nH]c(=S)[nH]c2-c2ccnc(Cl)c2)cc1, [H-], [Na+], O, O=C(O)CC(O)(CC(=O)O)C(=O)O. The product is CS(=O)c1ccc(CSc2nc(-c3ccc(F)cc3)c(-c3ccnc(Cl)c3)[nH]2)cc1. The reactants are C(C=C)N1CCC(=CC2=C1C=CC(=C2)Br)C(=O)OCC=C (allyl 1-allyl-7-bromo-2,3-dihydro-1-benzazepine-4-carboxylate), N1CCOCC1 (morpholine), Cl (hydrochloric acid), O (water). The reagents and catalysts are C=1C=CC(=CC1)[P](C=2C=CC=CC2)(C=3C=CC=CC3)[Pd]([P](C=4C=CC=CC4)(C=5C=CC=CC5)C=6C=CC=CC6)([P](C=7C=CC=CC7)(C=8C=CC=CC8)C=9C=CC=CC9)[P](C=1C=CC=CC1)(C=1C=CC=CC1)C=1C=CC=CC1 (tetrakistriphenylphosphinepalladium). The solvent is O1CCCC1 (tetrahydrofuran). Reaction conditions: time 2 hour. Yields the product C(C=C)N1CCC(=CC2=C1C=CC(=C2)Br)C(=O)O (1-allyl-7-bromo-2,3-dihydro-1-benzazepine-4-carboxylic acid). Isolated yield 99.9%. As a reaction SMILES: [CH2:1]([N:4]1[C:10]2[CH:11]=[CH:12][C:13]([Br:15])=[CH:14][C:9]=2[CH:8]=[C:7]([C:16]([O:18]CC=C)=[O:17])[CH2:6][CH2:5]1)[CH:2]=[CH2:3].N1CCOCC1.O.Cl>O1CCCC1.C1C=CC([P]([Pd]([P](C2C=CC=CC=2)(C2C=CC=CC=2)C2C=CC=CC=2)([P](C2C=CC=CC=2)(C2C=CC=CC=2)C2C=CC=CC=2)[P](C2C=CC=CC=2)(C2C=CC=CC=2)C2C=CC=CC=2)(C2C=CC=CC=2)C2C=CC=CC=2)=CC=1>[CH2:1]([N:4]1[C:10]2[CH:11]=[CH:12][C:13]([Br:15])=[CH:14][C:9]=2[CH:8]=[C:7]([C:16]([OH:18])=[O:17])[CH2:6][CH2:5]1)[CH:2]=[CH2:3] |^1:38,40,59,78|. Reported procedure: To a solution of allyl 1-allyl-7-bromo-2,3-dihydro-1-benzazepine-4-carboxylate (224 mg) in tetrahydrofuran (10 ml) were added tetrakistriphenylphosphinepalladium (74 mg) and morpholine (560 mg), and the mixture was stirred under argon atmosphere at room temperature for 2 hours. To the mixture was added water at 0° C., and the mixture was made acidic (pH=4) with 1N hydrochloric acid and extracted with ethyl acetate. The organic layer was washed with 1N hydrochloric acid, further with water and sa...